describe an organic reaction: reactants, conditions, products, and yield From a dataset of the Open Reaction Database (ORD), a public repository of structured organic reaction records. Starting materials: IC=1C(NC(NC1)=O)=O (5-iodouracil), FC=C[SnH3] ((fluorovinyl)stannane). Reagents/catalysts: C1=CC=C(C=C1)P(C2=CC=CC=C2)C3=CC=CC=C3.C1=CC=C(C=C1)P(C2=CC=CC=C2)C3=CC=CC=C3.C1=CC=C(C=C1)P(C2=CC=CC=C2)C3=CC=CC=C3.C1=CC=C(C=C1)P(C2=CC=CC=C2)C3=CC=CC=C3.[Pd] (tetrakis(triphenylphosphine)palladium(O)). Solvent: CN(C=O)C (dimethylformamide). Conditions: temperature 100 celsius. Yields the product FC(=C)C=1C(NC(NC1)=O)=O (5-(1-fluoroethenyl)uracil). The yield is 31.6%. As a reaction SMILES: I[C:2]1[C:3](=[O:9])[NH:4][C:5](=[O:8])[NH:6][CH:7]=1.[F:10][CH:11]=[CH:12][SnH3]>C1C=CC(P(C2C=CC=CC=2)C2C=CC=CC=2)=CC=1.C1C=CC(P(C2C=CC=CC=2)C2C=CC=CC=2)=CC=1.C1C=CC(P(C2C=CC=CC=2)C2C=CC=CC=2)=CC=1.C1C=CC(P(C2C=CC=CC=2)C2C=CC=CC=2)=CC=1.[Pd].CN(C)C=O>[F:10][C:11]([C:2]1[C:3](=[O:9])[NH:4][C:5](=[O:8])[NH:6][CH:7]=1)=[CH2:12] |f:2.3.4.5.6|. Procedure details: 5-iodouracil (340 mg, 1.43 mmol), the (fluorovinyl)stannane (600 mg, 1.8 mmol, prepared above in step C), tetrakis(triphenylphosphine)palladium(O) (approximately 20 mg) and dimethylformamide (4 mL) are combined and heated at 100° C. for 2 hours under an atmosphere of nitrogen. The reaction is then cooled to room temperature and the solvent removed under high vacuum. The residue is purified by flash chromatography (8% methanol/methylene chloride). The fraction containing the product is azeotroped... The reactants are COC(=O)COCCCCN1C(=O)CCC1C=CC(=O)Cc1cccc(Cl)c1, CC#N, O=P([O-])([O-])[O-]. Product: O=C(O)COCCCCN1C(=O)CCC1C=CC(=O)Cc1cccc(Cl)c1. As a reaction SMILES: [CH3:1][O:2][C:3]([CH2:4][O:5][CH2:6][CH2:7][CH2:8][CH2:9][N:10]1[CH:11]([CH:16]=[CH:17][C:18]([CH2:19][c:20]2[cH:21][c:22]([Cl:26])[cH:23][cH:24][cH:25]2)=[O:27])[CH2:12][CH2:13][C:14]1=[O:15])=[O:28].[CH3:34][C:35]#[N:36].[O-:29][P:30](=[O:31])([O-:32])[O-:33]>>[O:2]=[C:3]([CH2:4][O:5][CH2:6][CH2:7][CH2:8][CH2:9][N:10]1[CH:11]([CH:16]=[CH:17][C:18]([CH2:19][c:20]2[cH:21][c:22]([Cl:26])[cH:23][cH:24][cH:25]2)=[O:27])[CH2:12][CH2:13][C:14]1=[O:15])[OH:28].